Dataset: the Open Reaction Database (ORD), a public repository of structured organic reaction records. Task: describe an organic reaction: reactants, conditions, products, and yield Reactants: C(C)(=O)C1=C(SC(=C1C)Cl)Cl (3-acetyl-2,5-dichloro-4-methylthiophene), N1=CC=C(C=C1)B(O)O (4-pyridineboronic acid), O (water), C([O-])(O)=O.[Na+] (sodium bicarbonate), N1=CC=C(C=C1)B(O)O (4-pyridineboronic acid), C([O-])(O)=O.[Na+] (sodium bicarbonate). The reagents and catalysts are C1=CC=C(C=C1)P(C2=CC=CC=C2)C3=CC=CC=C3.C1=CC=C(C=C1)P(C2=CC=CC=C2)C3=CC=CC=C3.Cl[Pd]Cl (bis(triphenylphosphine)-palladium(II)chloride), C1=CC=C(C=C1)P(C2=CC=CC=C2)C3=CC=CC=C3.C1=CC=C(C=C1)P(C2=CC=CC=C2)C3=CC=CC=C3.Cl[Pd]Cl (bis(triphenylphosphine)-palladium(II)chloride). The solvent is COCCOC (DME). Product: C(C)(=O)C1=C(SC(=C1C)Cl)Cl (3-Acetyl-2,5-dichloro4-methylthiophene), C(C)(=O)C1=C(SC(=C1C)C1=CC=NC=C1)C1=CC=NC=C1 (3-Acetyl-4-methyl-2,5-di(4-pyridyl)thiophene). RXN SMILES: [C:1]([C:4]1[C:8]([CH3:9])=[C:7]([Cl:10])[S:6][C:5]=1[Cl:11])(=[O:3])[CH3:2].[N:12]1[CH:17]=[CH:16][C:15](B(O)O)=[CH:14][CH:13]=1.O.C(=O)(O)[O-].[Na+]>COCCOC.C1C=CC(P(C2C=CC=CC=2)C2C=CC=CC=2)=CC=1.C1C=CC(P(C2C=CC=CC=2)C2C=CC=CC=2)=CC=1.Cl[Pd]Cl>[C:1]([C:4]1[C:8]([CH3:9])=[C:7]([Cl:10])[S:6][C:5]=1[Cl:11])(=[O:3])[CH3:2].[C:1]([C:4]1[C:8]([CH3:9])=[C:7]([C:15]2[CH:16]=[CH:17][N:12]=[CH:13][CH:14]=2)[S:6][C:5]=1[C:15]1[CH:16]=[CH:17][N:12]=[CH:13][CH:14]=1)(=[O:3])[CH3:2] |f:3.4,6.7.8|. Procedure details: 3-Acetyl-2,5-dichloro4-methylthiophene was prepared according the method of Eric C. Bigham, U.S. Pat. No. 4,110,342 (1978). To a stirred solution of 3-acetyl-2,5-dichloro-4-methylthiophene (593 mg, 2.84 mmol) in DME (15 mL) were added 4-pyridineboronic acid (0.87 g, 7.09 mmol), water (5 mL), sodium bicarbonate (1.76 g 20.9 mmol) and bis(triphenylphosphine)-palladium(II)chloride (0.2 g, 0.28 mmol) at room temperature under nitrogen. The mixture was heated at reflux temperature for 8 hours. After ... The reactants are C, CCCCCc1ccc(C=CC2CCC(c3ccc(C#N)cc3)CC2)cc1, Cc1ccccc1, [H][H], [Pd]. Yields the product CCCCCc1ccc(CCC2CCC(c3ccc(C#N)cc3)CC2)cc1. Reaction SMILES: [C:37].[CH2:1]([CH2:2][CH2:3][CH2:4][CH3:5])[c:6]1[cH:7][cH:8][c:9]([CH:12]=[CH:13][CH:14]2[CH2:15][CH2:16][CH:17]([c:20]3[cH:21][cH:22][c:23]([C:24]#[N:25])[cH:26][cH:27]3)[CH2:18][CH2:19]2)[cH:10][cH:11]1.[CH3:30][c:31]1[cH:32][cH:33][cH:34][cH:35][cH:36]1.[H:28][H:29].[Pd:38]>>[CH2:1]([CH2:2][CH2:3][CH2:4][CH3:5])[c:6]1[cH:7][cH:8][c:9]([CH2:12][CH2:13][CH:14]2[CH2:15][CH2:16][CH:17]([c:20]3[cH:21][cH:22][c:23]([C:24]#[N:25])[cH:26][cH:27]3)[CH2:18][CH2:19]2)[cH:10][cH:11]1. Reactants: ClC1=NC(=NC(=C1)C1=NC=CC=C1)C1=NC=CC=C1 (4-chloro-2,6-di(2-pyridinyl)pyrimidine), ClC1=C(N)C=C(C=C1)OC (2-chloro-5-methoxyaniline). Product: ClC1=C(NC2=NC(=NC(=C2)C2=NC=CC=C2)C2=NC=CC=C2)C=C(C=C1)OC (4-(2-Chloro-5-methoxyanilino)-2,6-di(2-pyridinyl)pyrimidine), solid. The yield is 55.0%. RXN SMILES: Cl[C:2]1[CH:7]=[C:6]([C:8]2[CH:13]=[CH:12][CH:11]=[CH:10][N:9]=2)[N:5]=[C:4]([C:14]2[CH:19]=[CH:18][CH:17]=[CH:16][N:15]=2)[N:3]=1.[Cl:20][C:21]1[CH:27]=[CH:26][C:25]([O:28][CH3:29])=[CH:24][C:22]=1[NH2:23]>>[Cl:20][C:21]1[CH:27]=[CH:26][C:25]([O:28][CH3:29])=[CH:24][C:22]=1[NH:23][C:2]1[CH:7]=[C:6]([C:8]2[CH:13]=[CH:12][CH:11]=[CH:10][N:9]=2)[N:5]=[C:4]([C:14]2[CH:19]=[CH:18][CH:17]=[CH:16][N:15]=2)[N:3]=1. Procedure details: The title compound was prepared from a mixture of 4-chloro-2,6-di(2-pyridinyl)pyrimidine (25 mg, 0.093 mmol) and 2-chloro-5-methoxyaniline (27 mg, 0.140 mmol) similar to Example 111 and isolated as a white solid (20 mg, 55%). 1H NMR (CDCl3): 8.87–8.82 (m, 1H), 8.72–8.64 (m, 3H), 8.08 (d, J=2.7 Hz, 1H), 7.92 (s, 1H), 7.90–7.86 (m, 2H), 7.45–7.38 (m, 3H), 7.33 (d, J=8.7 Hz, 1H), 6.67 (dd, J=3.0, 9.0 Hz, 1H), 3.91 (s, 3H). Reactants: FC(C=1C=C(C=C(C1)C(F)(F)F)Br)(F)F (3,5-bis(trifluoromethyl)phenyl bromide), Cl.O[C@H]1CNCC1 ((R)-3-hydroxypyrrolidine hydrochloride), C1(=CC=CC=C1)P(C1=C(C2=CC=CC=C2C=C1)C1=C(C=CC2=CC=CC=C12)P(C1=CC=CC=C1)C1=CC=CC=C1)C1=CC=CC=C1 ((±)-2,2′-bis(diphenylphosphino)-1,1′-binaphthyl), C([O-])([O-])=O.[Cs+].[Cs+] (cesium carbonate). The reagents and catalysts are C(C)(=O)[O-].[Pd+2].C(C)(=O)[O-] (palladium(II) acetate). The solvent is C1(=CC=CC=C1)C (toluene), O1CCOCC1 (1,4-dioxane). The product is FC(C=1C=C(C=C(C1)C(F)(F)F)N1C[C@@H](CC1)O)(F)F ((3R)-1-[3,5-bis(trifluoromethyl)phenyl]pyrrolidin-3-ol). The yield is 61.3%. As a reaction SMILES: [F:1][C:2]([F:15])([F:14])[C:3]1[CH:4]=[C:5](Br)[CH:6]=[C:7]([C:9]([F:12])([F:11])[F:10])[CH:8]=1.Cl.[OH:17][C@@H:18]1[CH2:22][CH2:21][NH:20][CH2:19]1.C1(P(C2C=CC=CC=2)C2C=CC3C(=CC=CC=3)C=2C2C3C(=CC=CC=3)C=CC=2P(C2C=CC=CC=2)C2C=CC=CC=2)C=CC=CC=1.C(=O)([O-])[O-].[Cs+].[Cs+]>C1(C)C=CC=CC=1.C([O-])(=O)C.[Pd+2].C([O-])(=O)C.O1CCOCC1>[F:1][C:2]([F:15])([F:14])[C:3]1[CH:4]=[C:5]([N:20]2[CH2:21][CH2:22][C@@H:18]([OH:17])[CH2:19]2)[CH:6]=[C:7]([C:9]([F:12])([F:11])[F:10])[CH:8]=1 |f:1.2,4.5.6,8.9.10|. Procedure details: A mixed solution of 3,5-bis(trifluoromethyl)phenyl bromide (22.0 g), (R)-3-hydroxypyrrolidine hydrochloride (9.23 g), palladium(II) acetate (0.84 g), (±)-2,2′-bis(diphenylphosphino)-1,1′-binaphthyl (4.68 g) and cesium carbonate (73.4 g) in toluene (300 mL)-1,4-dioxane (100 mL) was stirred under an argon gas atmosphere at 80° C. for 16 hr. The solid was filtered off, and the filtrate was washed with saturated brine and water, dried over anhydrous sodium sulfate, and filtered. The filtrate was con... Starting materials: O=C([O-])[O-], CN(C)C=O, CCI, [K+], [K+], N#Cc1c(N2CCc3ccccc3CC2)nc[nH]c1=O. The product is CCn1cnc(N2CCc3ccccc3CC2)c(C#N)c1=O. As a reaction SMILES: [C:24](=[O:25])([O-:26])[O-:27].[CH3:30][N:31]([CH3:32])[CH:33]=[O:34].[I:21][CH2:22][CH3:23].[K+:28].[K+:29].[O:1]=[c:2]1[c:3]([C:19]#[N:20])[c:4]([N:8]2[CH2:9][CH2:10][c:11]3[c:12]([cH:15][cH:16][cH:17][cH:18]3)[CH2:13][CH2:14]2)[n:5][cH:6][nH:7]1>>[O:1]=[c:2]1[c:3]([C:19]#[N:20])[c:4]([N:8]2[CH2:9][CH2:10][c:11]3[c:12]([cH:15][cH:16][cH:17][cH:18]3)[CH2:13][CH2:14]2)[n:5][cH:6][n:7]1[CH2:22][CH3:23]. Starting materials: O=[N+]([O-])c1cnc(Br)s1, CN(C)C=O, CCOC(C)=O, Oc1ccc2c(c1)CCN(C1CCC1)CC2, [H-], [Na+]. Yields the product O=[N+]([O-])c1cnc(Oc2ccc3c(c2)CCN(C2CCC2)CC3)s1. RXN SMILES: [Br:19][c:20]1[s:21][c:22]([N+:25](=[O:26])[O-:27])[cH:23][n:24]1.[CH3:28][N:29]([CH3:30])[CH:31]=[O:32].[CH3:33][CH2:34][O:35][C:36](=[O:37])[CH3:38].[CH:3]1([N:7]2[CH2:8][CH2:9][c:10]3[c:11]([cH:14][c:15]([OH:18])[cH:16][cH:17]3)[CH2:12][CH2:13]2)[CH2:4][CH2:5][CH2:6]1.[H-:1].[Na+:2]>>[CH:3]1([N:7]2[CH2:8][CH2:9][c:10]3[c:11]([cH:14][c:15]([O:18][c:20]4[s:21][c:22]([N+:25](=[O:26])[O-:27])[cH:23][n:24]4)[cH:16][cH:17]3)[CH2:12][CH2:13]2)[CH2:4][CH2:5][CH2:6]1. Starting materials: N1(CCNCC1)C1=CC=C(C=C1)NC(=O)C=1C(=CC=CC1)C1=CC=C(C=C1)C(F)(F)F (N-[4-(1-piperazinyl)phenyl]-4′-(trifluoromethyl)-[1,1′-biphenyl]-2-carboxamide), C(=O)([O-])[O-].[Na+].[Na+] (Na2CO3), CN(C)C=O (DMF), intermediate ( 43 ), CN(C)C=O (DMF). The product is C1(=CC=CC=C1)C(C(=O)OCC(=O)OC)N1CCN(CC1)C1=CC=C(C=C1)NC(=O)C1=C(C=CC=C1)C1=CC=C(C=C1)C(F)(F)F (2-methoxy-2-oxoethyl α-phenyl-4-[4-[[[4′-(trifluoromethyl)[1,1′-biphenyl]-2-yl]carbonyl]amino]phenyl]-1-piperazineacetate). RXN SMILES: [N:1]1([C:7]2[CH:12]=[CH:11][C:10]([NH:13][C:14]([C:16]3[C:17]([C:22]4[CH:27]=[CH:26][C:25]([C:28]([F:31])([F:30])[F:29])=[CH:24][CH:23]=4)=[CH:18][CH:19]=[CH:20][CH:21]=3)=[O:15])=[CH:9][CH:8]=2)[CH2:6][CH2:5][NH:4][CH2:3][CH2:2]1.[C:32]([O-:35])([O-:34])=O.[Na+].[Na+].CN([CH:41]=[O:42])C>>[C:22]1([CH:17]([N:4]2[CH2:5][CH2:6][N:1]([C:7]3[CH:8]=[CH:9][C:10]([NH:13][C:14]([C:16]4[CH:21]=[CH:20][CH:19]=[CH:18][C:17]=4[C:22]4[CH:27]=[CH:26][C:25]([C:28]([F:29])([F:31])[F:30])=[CH:24][CH:23]=4)=[O:15])=[CH:11][CH:12]=3)[CH2:2][CH2:3]2)[C:32]([O:35][CH2:16][C:14]([O:42][CH3:41])=[O:15])=[O:34])[CH:27]=[CH:26][CH:25]=[CH:24][CH:23]=1 |f:1.2.3|. Procedure: A mixture of intermediate (2) (0.0117 mol) and Na2CO3 (0.0141 mol) in DMF (100 ml) was stirred at room temperature. A solution of intermediate (43) (0.0141 mol) in DMF (80 ml) was added dropwise. The mixture was stirred at room temperature for 20 hours. The solvent was evaporated. The residue was stirred in DCM (150 ml). The organic layer was washed with water, washed with a saturated NaHCO3 solution and washed with water. The combined organic layer was dried, filtered and the solvent was evapor...